From a dataset of the Open Reaction Database (ORD), a public repository of structured organic reaction records. describe an organic reaction: reactants, conditions, products, and yield Starting materials: COC=1C=C(OCC(=O)NNC(=O)[C@H]2N(CCC2)C(=O)OC(C)(C)C)C=CC1OC ((S)-t-Butyl 2-(2-(2-(3,4-dimethoxyphenoxy)acetyl)hydrazinecarbonyl)pyrrolidine-1-carboxylate), COC=1C=CC(=CC1)P2(=S)SP(=S)(S2)C=3C=CC(=CC3)OC (Lawesson's reagent). The solvent is C1(=CC=CC=C1)C (toluene). Conditions: temperature 90 celsius, time 6 hour. Product: COC=1C=C(OCC2=NN=C(S2)[C@H]2N(CCC2)C(=O)OC(C)(C)C)C=CC1OC ((S)-t-Butyl 2-(5-((3,4-dimethoxyphenoxy)methyl)-1,3,4-thiadiazol-2-yl)pyrrolidine-1-carboxylate). Isolated yield 54.1%. As a reaction SMILES: [CH3:1][O:2][C:3]1[CH:4]=[C:5]([CH:26]=[CH:27][C:28]=1[O:29][CH3:30])[O:6][CH2:7][C:8]([NH:10][NH:11][C:12]([C@@H:14]1[CH2:18][CH2:17][CH2:16][N:15]1[C:19]([O:21][C:22]([CH3:25])([CH3:24])[CH3:23])=[O:20])=O)=O.COC1C=CC(P2(SP(C3C=CC(OC)=CC=3)(=S)S2)=[S:40])=CC=1>C1(C)C=CC=CC=1>[CH3:1][O:2][C:3]1[CH:4]=[C:5]([CH:26]=[CH:27][C:28]=1[O:29][CH3:30])[O:6][CH2:7][C:8]1[S:40][C:12]([C@@H:14]2[CH2:18][CH2:17][CH2:16][N:15]2[C:19]([O:21][C:22]([CH3:25])([CH3:24])[CH3:23])=[O:20])=[N:11][N:10]=1. Reported procedure: To a toluene (30 ml) solution of the compound (540 mg) obtained in Example 8-(1), Lawesson's reagent (750 mg) was added and the mixture was stirred at 90° C. for 6 hours. After adding water, extraction was conducted with AcOEt. The solvent was distilled off under reduced pressure and the residue was purified by silica gel chromatography (AcOEt/hexane) to give the titled compound (291 mg). The reactants are C1(=CC=CC=C1)C(C(=O)O)C (2-Phenylpropionic acid), CO (methanol). Solvent: OS(=O)(=O)O (H2SO4). Yields the product C1(=CC=CC=C1)C(C(=O)OC)C (Methyl 2-phenylpropionate). RXN SMILES: [C:1]1([CH:7]([CH3:11])[C:8]([OH:10])=[O:9])[CH:6]=[CH:5][CH:4]=[CH:3][CH:2]=1.[CH3:12]O>OS(O)(=O)=O>[C:1]1([CH:7]([CH3:11])[C:8]([O:10][CH3:12])=[O:9])[CH:6]=[CH:5][CH:4]=[CH:3][CH:2]=1. Procedure details: 2-Phenylpropionic acid (8.4 g, 56 mmol) in methanol (180 ml) and concentrated H2SO4 (2 ml) were heated at reflux for 4 hours. The reaction was cooled down to room temperature and concentrated in vacuo (~30 ml), which was poured into ice water (~100 ml). The products were extracted with Et2O (150 ml×3), which was washed with saturated NaHCO3, H2O and dried over MgSO4. Filtration and evaporation of solvent yielded a yellow oil (8.9 g), which was distilled to give a colorless oil (8.34 g, 51 mmol, ... Reactants: C(C=1C(O)=CC=CC1)(=O)O (salicylic acid), alkali metal salt, alkali metal hydroxide, C([O-])([O-])=O (carbonate), aromatic carboxylic acid, aromatic carboxylic acid, [OH-].[Na+] (sodium hydroxide), salicycilic acid. Solvent: O (water). The product is C(C=1C(O)=CC=CC1)(=O)[O-].[Na+] (sodium salicylate). Reaction SMILES: C(=O)([O-])[O-].[OH-].[Na+:6].[C:7]([OH:16])(=[O:15])[C:8]1[C:9](=[CH:11][CH:12]=[CH:13][CH:14]=1)[OH:10]>O>[C:7]([O-:16])(=[O:15])[C:8]1[C:9](=[CH:11][CH:12]=[CH:13][CH:14]=1)[OH:10].[Na+:6] |f:1.2,5.6|. Reported procedure: The alkali metal salt of the aromatic carboxylic acid used for the production of the developing sheet of the invention is prepared by reacting an aromatic carboxylic acid with an alkali metal hydroxide or carbonate. An example of this procedure is as follows: 30 g of sodium hydroxide is dissolved in 300 ml of water, to which 100 g of salicycilic acid is then added with agitation. The agitation is continued for a while to dissolve the salicylic acid completely and then the solution is evaporated ... Reactants: C1N[C@@H](CC2=CC=CC=C12)CN1C=NC=C1CC1=CC=C(C#N)C=C1 (4-{3-[(S)-1,2,3,4-tetrahydro-isoquinolin-3-yl-methyl]-3H-imidazol-4-yl-methyl}-benzonitrile), COC=1C=C(C(=O)O)C=CC1 (3-methoxybenzoic acid), ON1N=NC2=C1C=CC=C2 (1-hydroxybenzotriazole), C(CCl)Cl (EDC), CN1CCOCC1 (N-methylmorpholine). Run in CN(C)C=O (DMF). Run at temperature 25 celsius, time 18 hour. Product: COC=1C=C(C(=O)N2CC3=CC=CC=C3C[C@H]2CN2C=NC=C2CC2=CC=C(C#N)C=C2)C=CC1 (4-{3-[2-(3-methoxybenzoyl)-(S)-1,2,3,4-tetrahydro-isoquinolin-3-yl-methyl]-3H-imidazol-4-yl-methyl}-benzonitrile). RXN SMILES: [CH2:1]1[C:10]2[C:5](=[CH:6][CH:7]=[CH:8][CH:9]=2)[CH2:4][C@@H:3]([CH2:11][N:12]2[C:16]([CH2:17][C:18]3[CH:25]=[CH:24][C:21]([C:22]#[N:23])=[CH:20][CH:19]=3)=[CH:15][N:14]=[CH:13]2)[NH:2]1.[CH3:26][O:27][C:28]1[CH:29]=[C:30]([CH:34]=[CH:35][CH:36]=1)[C:31](O)=[O:32].ON1C2C=CC=CC=2N=N1.C(Cl)CCl.CN1CCOCC1>CN(C=O)C>[CH3:26][O:27][C:28]1[CH:29]=[C:30]([CH:34]=[CH:35][CH:36]=1)[C:31]([N:2]1[C@H:3]([CH2:11][N:12]2[C:16]([CH2:17][C:18]3[CH:19]=[CH:20][C:21]([C:22]#[N:23])=[CH:24][CH:25]=3)=[CH:15][N:14]=[CH:13]2)[CH2:4][C:5]2[C:10](=[CH:9][CH:8]=[CH:7][CH:6]=2)[CH2:1]1)=[O:32]. Procedure: A mixture of 4-{3-[(S)-1,2,3,4-tetrahydro-isoquinolin-3-yl-methyl]-3H-imidazol-4-yl-methyl}-benzonitrile (0.16 g, 0.487 mmol), 3-methoxybenzoic acid (0.074 g, 0.487 mmol), 1-hydroxybenzotriazole (0.075 g, 0.487 mmol), EDC (0.093 g, 0.487 mmol) and N-methylmorpholine (0.2 ml, 1.95 mmol) in 5 ml DMF was stirred for 18 hr at 25° C. The solvent was removed in vacuo. The residue was partitioned between ethyl acetate and saturated sodium bicarbonate. The ethyl acetate layer was dried with saturated so... Starting materials: BrCC1=CC2=CC=CC=C2C=C1 (2-bromomethylnaphthalene), FC1=CC=C(C(=O)C2CNC2)C=C1 (3-(4-fluorobenzoyl)azetidine). The product is FC1=CC=C(C(=O)C2CN(C2)CC2=CC3=CC=CC=C3C=C2)C=C1 (3-(4-Fluorobenzoyl)-1-(2-naphthalenylmethyl)azetidine). RXN SMILES: Br[CH2:2][C:3]1[CH:12]=[CH:11][C:10]2[C:5](=[CH:6][CH:7]=[CH:8][CH:9]=2)[CH:4]=1.[F:13][C:14]1[CH:25]=[CH:24][C:17]([C:18]([CH:20]2[CH2:23][NH:22][CH2:21]2)=[O:19])=[CH:16][CH:15]=1>>[F:13][C:14]1[CH:15]=[CH:16][C:17]([C:18]([CH:20]2[CH2:23][N:22]([CH2:2][C:3]3[CH:12]=[CH:11][C:10]4[C:5](=[CH:6][CH:7]=[CH:8][CH:9]=4)[CH:4]=3)[CH2:21]2)=[O:19])=[CH:24][CH:25]=1. Procedure details: Following the procedure of Preparation 9, the title compound is prepared from 2-bromomethylnaphthalene and 3-(4-fluorobenzoyl)azetidine.